This data is from the Open Reaction Database (ORD), a public repository of structured organic reaction records. The task is: describe an organic reaction: reactants, conditions, products, and yield The reactants are N1(CCNCC1)C1=CC=C2C(=N1)NC=C2 (6-piperazinyl-1H-pyrrolo[2,3-b]pyridine), Cl.C1(CCCC1)N1CCN(CC1)C1=CC=C2C(=N1)NC(=C2)C(=O)O (6-(4-Cyclopentyl-piperazin-1-yl)-1H-pyrrolo[2,3-b]pyridine-2-carboxylic acid hydrochloride), amine. Yields the product C1(CCCC1)N1CCN(CC1)C1=CC=C2C(=N1)NC(=C2)C(=O)N2CCCCC2 ([6-(4-Cyclopentyl-piperazin-1-yl)-1H-pyrrolo[2,3-b]pyridin-2-yl]-piperidin-1-yl-methanone). As a reaction SMILES: N1([C:7]2[N:12]=[C:11]3NC=C[C:10]3=[CH:9][CH:8]=2)CCNCC1.Cl.[CH:17]1([N:22]2[CH2:27][CH2:26][N:25]([C:28]3[N:33]=[C:32]4[NH:34][C:35]([C:37](O)=[O:38])=[CH:36][C:31]4=[CH:30][CH:29]=3)[CH2:24][CH2:23]2)[CH2:21][CH2:20][CH2:19][CH2:18]1>>[CH:17]1([N:22]2[CH2:23][CH2:24][N:25]([C:28]3[N:33]=[C:32]4[NH:34][C:35]([C:37]([N:12]5[CH2:7][CH2:8][CH2:9][CH2:10][CH2:11]5)=[O:38])=[CH:36][C:31]4=[CH:30][CH:29]=3)[CH2:26][CH2:27]2)[CH2:18][CH2:19][CH2:20][CH2:21]1 |f:1.2|. Reported procedure: According to the procedure described for the synthesis of Example 1 further 6-piperazinyl-1H-pyrrolo[2,3-b]pyridine derivatives have been synthesized from 6-(4-cyclopentyl-piperazin-1-yl)-1H-pyrrolo[2,3-b]pyridine-2-carboxylic acid hydrochloride (as prepared in step 2) and the respective amine mentioned in table 1. The examples are compiled in table 1 and comprise Example 2 to Example 20. Starting materials: C[Si](CCOCN(C1=C(C(=NC=2N1N=CC2C=2C=NC(=CC2)C2=CC=CC=C2)CC2CCC(CC2)C(=O)OCC)Br)COCC[Si](C)(C)C)(C)C (ethyl 4-((7-(bis((2-(trimethylsilyl)ethoxy)methyl)amino)-6-bromo-3-(6-phenylpyridin-3-yl)pyrazolo[1,5-a]pyrimidin-5-yl)methyl)cyclohexanecarboxylate), C(CCC)[Sn](C(=C)OCC)(CCCC)CCCC (tributyl (1-ethoxyvinyl)tin). Reagents/catalysts: C=1C=CC(=CC1)[P](C=2C=CC=CC2)(C=3C=CC=CC3)[Pd]([P](C=4C=CC=CC4)(C=5C=CC=CC5)C=6C=CC=CC6)([P](C=7C=CC=CC7)(C=8C=CC=CC8)C=9C=CC=CC9)[P](C=1C=CC=CC1)(C=1C=CC=CC1)C=1C=CC=CC1 (Pd(PPh3)4). The solvent is O1CCOCC1 (1,4-dioxane). Run at temperature 100 celsius, time 18 hour. Yields the product C[Si](CCOCN(C1=C(C(=NC=2N1N=CC2C=2C=NC(=CC2)C2=CC=CC=C2)CC2CCC(CC2)C(=O)OCC)C(=C)OCC)COCC[Si](C)(C)C)(C)C (ethyl 4-((7-(bis((2-(trimethylsilyl)ethoxy)methyl)amino)-6-(1-ethoxyvinyl)-3-(6-phenylpyridin-3-yl)pyrazolo[1,5-a]pyrimidin-5-yl)methyl)cyclohexanecarboxylate). As a reaction SMILES: [CH3:1][Si:2]([CH3:51])([CH3:50])[CH2:3][CH2:4][O:5][CH2:6][N:7]([CH2:42][O:43][CH2:44][CH2:45][Si:46]([CH3:49])([CH3:48])[CH3:47])[C:8]1[N:13]2[N:14]=[CH:15][C:16]([C:17]3[CH:18]=[N:19][C:20]([C:23]4[CH:28]=[CH:27][CH:26]=[CH:25][CH:24]=4)=[CH:21][CH:22]=3)=[C:12]2[N:11]=[C:10]([CH2:29][CH:30]2[CH2:35][CH2:34][CH:33]([C:36]([O:38][CH2:39][CH3:40])=[O:37])[CH2:32][CH2:31]2)[C:9]=1Br.C([Sn](CCCC)(CCCC)[C:57]([O:59][CH2:60][CH3:61])=[CH2:58])CCC>C1C=CC([P]([Pd]([P](C2C=CC=CC=2)(C2C=CC=CC=2)C2C=CC=CC=2)([P](C2C=CC=CC=2)(C2C=CC=CC=2)C2C=CC=CC=2)[P](C2C=CC=CC=2)(C2C=CC=CC=2)C2C=CC=CC=2)(C2C=CC=CC=2)C2C=CC=CC=2)=CC=1.O1CCOCC1>[CH3:1][Si:2]([CH3:51])([CH3:50])[CH2:3][CH2:4][O:5][CH2:6][N:7]([CH2:42][O:43][CH2:44][CH2:45][Si:46]([CH3:49])([CH3:48])[CH3:47])[C:8]1[N:13]2[N:14]=[CH:15][C:16]([C:17]3[CH:18]=[N:19][C:20]([C:23]4[CH:28]=[CH:27][CH:26]=[CH:25][CH:24]=4)=[CH:21][CH:22]=3)=[C:12]2[N:11]=[C:10]([CH2:29][CH:30]2[CH2:35][CH2:34][CH:33]([C:36]([O:38][CH2:39][CH3:40])=[O:37])[CH2:32][CH2:31]2)[C:9]=1[C:57]([O:59][CH2:60][CH3:61])=[CH2:58] |^1:73,75,94,113|. Procedure: To a 2-5 mL microwave vessel was charged ethyl 4-((7-(bis((2-(trimethylsilyl)ethoxy)methyl)amino)-6-bromo-3-(6-phenylpyridin-3-yl)pyrazolo[1,5-a]pyrimidin-5-yl)methyl)cyclohexanecarboxylate (Int-4m, 150 mg, 0.19 mmol), Pd(PPh3)4 (33 mg, 0.029 mmol), tributyl (1-ethoxyvinyl)tin (190 μL, 0.56 mmol), and 1,4-dioxane (2 mL). The vial was flushed with argon and sealed. The reaction was heated to 100° C. for 18 hours. After 18 hours, the solvent was removed in vacuo and the residue was purified via si... Reactants: C(=O)(Cl)Cl (phosgene), CS(=O)(=O)C1=NN=C(S1)N (5-methylsulfonyl-2-amino-1,3,4-thiadiazole). The solvent is C(C)(=O)OCC (ethyl acetate), C(C)(=O)OCC (ethyl acetate). Conditions: time 16 hour. Yields the product CS(=O)(=O)C1=NN=C(S1)N=C=O (5-methylsulfonyl-1,3,4-thiadiazol-2-yl isocyanate). Reaction SMILES: [C:1](Cl)(Cl)=[O:2].[CH3:5][S:6]([C:9]1[S:13][C:12]([NH2:14])=[N:11][N:10]=1)(=[O:8])=[O:7]>C(OCC)(=O)C>[CH3:5][S:6]([C:9]1[S:13][C:12]([N:14]=[C:1]=[O:2])=[N:11][N:10]=1)(=[O:8])=[O:7]. Procedure: A saturated solution of phosgene in ethyl acetate (100 ml) is charged into a glass reaction vessel equipped with a mechanical stirrer. A slurry of 5-methylsulfonyl-2-amino-1,3,4-thiadiazole (50 grams) in ethyl acetate (300 ml) is added to the reaction vessel, and the resulting mixture is stirred for a period of about 16 hours, resulting in the formation of a precipitate. The reaction mixture is then purged with nitrogen gas to remove unreacted phosgene. The purged mixture is then filtered to rec... Starting materials: O=C1N(C(C2=CC=CC=C12)=O)[C@@H]1C[C@H](CC1)NC(=O)NC=1N=C2C(=NC1)N(C=C2)COCC[Si](C)(C)C (Trans 1-[3-(1,3-Dioxo-1,3-dihydro-isoindol-2-yl)-cyclopentyl]-3-[5-(2-trimethylsilanyl-ethoxymethyl)-5H-pyrrolo[2,3-b]pyrazin-2-yl]-urea), NN (Hydrazine), CC(=O)O (AcOH). Solvent: CN(C)C=O (DMF). Yields the product N[C@@H]1C[C@H](CC1)NC(=O)NC=1N=C2C(=NC1)N(C=C2)COCC[Si](C)(C)C (trans 1-(3-amino-cyclopentyl)-3-[5-(2-trimethylsilanyl-ethoxymethyl)-5H-pyrrolo[2,3-b]pyrazin-2-yl]-urea). Isolated yield 68.6%. As a reaction SMILES: O=C1C2C(=CC=CC=2)C(=O)[N:3]1[C@H:12]1[CH2:16][CH2:15][C@H:14]([NH:17][C:18]([NH:20][C:21]2[N:22]=[C:23]3[CH:29]=[CH:28][N:27]([CH2:30][O:31][CH2:32][CH2:33][Si:34]([CH3:37])([CH3:36])[CH3:35])[C:24]3=[N:25][CH:26]=2)=[O:19])[CH2:13]1.NN.CC(O)=O>CN(C=O)C>[NH2:3][C@H:12]1[CH2:16][CH2:15][C@H:14]([NH:17][C:18]([NH:20][C:21]2[N:22]=[C:23]3[CH:29]=[CH:28][N:27]([CH2:30][O:31][CH2:32][CH2:33][Si:34]([CH3:37])([CH3:36])[CH3:35])[C:24]3=[N:25][CH:26]=2)=[O:19])[CH2:13]1. Reported procedure: Trans 1-[3-(1,3-Dioxo-1,3-dihydro-isoindol-2-yl)-cyclopentyl]-3-[5-(2-trimethylsilanyl-ethoxymethyl)-5H-pyrrolo[2,3-b]pyrazin-2-yl]-urea (0.288 g, 0.50 mmol) was dissolved with heating in DMF (10 mL) and placed in a 45° C. oil bath. The flask was evacuated and refilled with nitrogen three times. Hydrazine (0.16 mL, 5.1 mmol) was added via syringe. After 30 minutes AcOH (0.6 mL) was added and the mixture heated for 30 minutes more before being evaporated. MeOH was added, filtered and the filtrate... Starting materials: Cc1ccc(-c2cc(C)co2)cc1, CN(C)C=O, CC(Cl)Cl, [Na+], [OH-], O, O=P(Cl)(Cl)Cl. The product is Cc1ccc(-c2cc(C)c(C=O)o2)cc1. As a reaction SMILES: [CH3:11][c:12]1[cH:13][o:14][c:15](-[c:17]2[cH:18][cH:19][c:20]([CH3:23])[cH:21][cH:22]2)[cH:16]1.[CH3:6][N:7]([CH:8]=[O:9])[CH3:10].[Cl:26][CH:27]([Cl:28])[CH3:29].[Na+:25].[OH-:24].[OH2:30].[P:1]([Cl:2])([Cl:3])([Cl:4])=[O:5]>>[CH:8](=[O:9])[c:13]1[c:12]([CH3:11])[cH:16][c:15](-[c:17]2[cH:18][cH:19][c:20]([CH3:23])[cH:21][cH:22]2)[o:14]1.